From a dataset of the Open Reaction Database (ORD), a public repository of structured organic reaction records. describe an organic reaction: reactants, conditions, products, and yield Reactants: BrC1=COC2=CN=C(C=C21)C=2OC(=NN2)C (3-bromo-5-(5-methyl-1,3,4-oxadiazol-2-yl)furo[2,3-c]pyridine), CSC1=CC=C(C=C1)B(O)O ([4-(methylthio)phenyl]boronic acid). Product: CC1=NN=C(O1)C=1C=C2C(=CN1)OC=C2C2=CC=C(C=C2)SC (5-(5-methyl-1,3,4-oxadiazol-2-yl)-3-[4-(methylthio)phenyl]furo[2,3-c]pyridine). Yield: 52.0%. Reaction SMILES: Br[C:2]1[C:10]2[C:5](=[CH:6][N:7]=[C:8]([C:11]3[O:12][C:13]([CH3:16])=[N:14][N:15]=3)[CH:9]=2)[O:4][CH:3]=1.[CH3:17][S:18][C:19]1[CH:24]=[CH:23][C:22](B(O)O)=[CH:21][CH:20]=1>>[CH3:16][C:13]1[O:12][C:11]([C:8]2[CH:9]=[C:10]3[C:2]([C:22]4[CH:23]=[CH:24][C:19]([S:18][CH3:17])=[CH:20][CH:21]=4)=[CH:3][O:4][C:5]3=[CH:6][N:7]=2)=[N:15][N:14]=1. Procedure: In the same manner as in Example 132 and using 3-bromo-5-(5-methyl-1,3,4-oxadiazol-2-yl)furo[2,3-c]pyridine instead of 2-(3-bromo-1-benzofuran-5-yl)-5-methyl-1,3,4-oxadiazole and using [4-(methylthio)phenyl]boronic acid instead of (4-fluorophenyl)boronic acid, the title compound (yield 52%) was obtained as colorless crystals. Starting materials: C(C)(C)(C)OC(=O)N[C@@H]1CN(CC1)C[C@H]1N(C[C@H](C1)SC(C1=CC=CC=C1)(C1=CC=CC=C1)C1=CC=CC=C1)C(=O)OCC1=CC=C(C=C1)[N+](=O)[O-] ((2S,4S)-2-[(3S)-3-t-butoxycarbonylaminopyrrolidin-1-yl]methyl-1-(4-nitrobenzyloxycarbonyl)-4-(triphenylmethylthio)pyrrolidine). Run in FC(C(=O)O)(F)F (trifluoroacetic acid), C1(=CC=CC=C1)OC (anisole), C(C)(=O)OCC (ethyl acetate). Run at time 1 hour. Product: N[C@@H]1CN(CC1)C[C@H]1N(C[C@H](C1)SC(C1=CC=CC=C1)(C1=CC=CC=C1)C1=CC=CC=C1)C(=O)OCC1=CC=C(C=C1)[N+](=O)[O-] ((2S,4S)-2-[(3S)-3-aminopyrrolidin-1-yl]methyl-1-(4-nitrobenzyloxycarbonyl)-4-(triphenylmethylthio)pyrrolidine). RXN SMILES: C(OC([NH:8][C@H:9]1[CH2:13][CH2:12][N:11]([CH2:14][C@@H:15]2[CH2:19][C@H:18]([S:20][C:21]([C:34]3[CH:39]=[CH:38][CH:37]=[CH:36][CH:35]=3)([C:28]3[CH:33]=[CH:32][CH:31]=[CH:30][CH:29]=3)[C:22]3[CH:27]=[CH:26][CH:25]=[CH:24][CH:23]=3)[CH2:17][N:16]2[C:40]([O:42][CH2:43][C:44]2[CH:49]=[CH:48][C:47]([N+:50]([O-:52])=[O:51])=[CH:46][CH:45]=2)=[O:41])[CH2:10]1)=O)(C)(C)C>FC(F)(F)C(O)=O.C1(OC)C=CC=CC=1.C(OCC)(=O)C>[NH2:8][C@H:9]1[CH2:13][CH2:12][N:11]([CH2:14][C@@H:15]2[CH2:19][C@H:18]([S:20][C:21]([C:22]3[CH:27]=[CH:26][CH:25]=[CH:24][CH:23]=3)([C:34]3[CH:39]=[CH:38][CH:37]=[CH:36][CH:35]=3)[C:28]3[CH:29]=[CH:30][CH:31]=[CH:32][CH:33]=3)[CH2:17][N:16]2[C:40]([O:42][CH2:43][C:44]2[CH:49]=[CH:48][C:47]([N+:50]([O-:52])=[O:51])=[CH:46][CH:45]=2)=[O:41])[CH2:10]1. Reported procedure: A solution of (2S,4S)-2-[(3S)-3-t-butoxycarbonylaminopyrrolidin-1-yl]methyl-1-(4-nitrobenzyloxycarbonyl)-4-(triphenylmethylthio)pyrrolidine (2.14 g) in a mixture of trifluoroacetic acid (10 ml) and anisole (1 ml) was stirred on ice-bath for 1 hour. The reaction mixture was evaporated in vacuo to give a residue. The residue was dissolved in ethyl acetate (100 ml) and the solution was washed with saturated aqueous sodium hydrogen carbonate (50 ml) and saturated aqueous sodium chloride, dried over ...